Dataset: the Open Reaction Database (ORD), a public repository of structured organic reaction records. Task: describe an organic reaction: reactants, conditions, products, and yield Reactants: CN1CCc2[nH]c3ccccc3c2C1, CCO, C=Cc1ccncc1, [Na], O=C([O-])C(F)(F)F. The product is CN1CCc2c(c3ccccc3n2CCc2ccncc2)C1. As a reaction SMILES: [CH3:1][N:2]1[CH2:3][c:4]2[c:5]([nH:6][c:7]3[cH:8][cH:9][cH:10][cH:11][c:12]23)[CH2:13][CH2:14]1.[CH3:31][CH2:32][OH:33].[CH:15](=[CH2:16])[c:17]1[cH:18][cH:19][n:20][cH:21][cH:22]1.[Na:23].[O-:24][C:25]([C:26]([F:27])([F:28])[F:29])=[O:30]>>[CH3:1][N:2]1[CH2:3][c:4]2[c:5]([n:6]([CH2:16][CH2:15][c:17]3[cH:18][cH:19][n:20][cH:21][cH:22]3)[c:7]3[cH:8][cH:9][cH:10][cH:11][c:12]23)[CH2:13][CH2:14]1. The reactants are C(C)(=O)OCCNC1=CC=C(NC=C(C(=O)OCC)C(=O)OCC)C=C1 (diethyl 2-[(4-{[2-(acetyloxy)ethyl]amino}anilino)-methylene]-malonate), C1(=CC=CC=C1)OC1=CC=CC=C1 (diphenyl ether). The product is C(C)(=O)OCCNC=1C=C2C(=C(C=NC2=CC1)C(=O)OCC)O (ethyl 6-{[2-(acetyloxy)ethyl]amino}-4-hydroxy-3-quinolinecarboxylate). Yield: 25.4%. Reaction SMILES: [C:1]([O:4][CH2:5][CH2:6][NH:7][C:8]1[CH:26]=[CH:25][C:11]([NH:12][CH:13]=[C:14]([C:20]([O:22]CC)=O)[C:15]([O:17][CH2:18][CH3:19])=[O:16])=[CH:10][CH:9]=1)(=[O:3])[CH3:2].C1(OC2C=CC=CC=2)C=CC=CC=1>>[C:1]([O:4][CH2:5][CH2:6][NH:7][C:8]1[CH:9]=[C:10]2[C:11](=[CH:25][CH:26]=1)[N:12]=[CH:13][C:14]([C:15]([O:17][CH2:18][CH3:19])=[O:16])=[C:20]2[OH:22])(=[O:3])[CH3:2]. Reported procedure: To a flask containing diethyl 2-[(4-{[2-(acetyloxy)ethyl]amino}anilino)-methylene]-malonate (0.18 g) is added diphenyl ether (2 mL). The reaction mixture is heated from room temperature to 250° C. over 30 minutes under a flow of argon gas. The reaction is cooled to room temperature and filtered. The collected precipitate is washed repeatedly with methanol:dichloromethane and the filtrate is concentrated under reduced pressure. The residue is adsorbed onto silica and chromatographed on silica elu... The product is O=c1[nH]c(C(F)(F)F)c(C(F)(F)F)c(=O)[nH]1. Starting materials: CS(C)=O, C12C3C4C5C1[Fe]23451678C2C1C6C7C28, FC(F)(F)I, O=c1cc(C(F)(F)F)[nH]c(=O)[nH]1, OO, O=S(=O)(O)O. As a reaction SMILES: [CH3:36][S:37](=[O:38])[CH3:39].[CH:25]12[Fe:26]3456789([CH:27]%10[CH:28]3[CH:29]4[CH:30]5[CH:31]6%10)[CH:32]([CH:33]17)[CH:34]8[CH:35]29.[F:18][C:19]([F:20])([F:21])[I:22].[F:1][C:2]([c:3]1[cH:4][c:5](=[O:10])[nH:6][c:7](=[O:9])[nH:8]1)([F:11])[F:12].[OH:23][OH:24].[S:13](=[O:14])(=[O:15])([OH:16])[OH:17]>>[F:1][C:2]([c:3]1[c:4]([C:19]([F:18])([F:20])[F:21])[c:5](=[O:10])[nH:6][c:7](=[O:9])[nH:8]1)([F:11])[F:12]. The reactants are C([O-])([O-])=O.[K+].[K+] (Potassium carbonate), ClC1=NC=CC(=N1)C(F)(F)F (2-chloro-4-trifluoromethyl-pyrimidine), ClC1=NC=CC(=C1)C#CC=1N=C(NC1)C (2-Chloro-4-(2-methyl-1H-imidazol-4-ylethynyl)-pyridine). Run in CN(C=O)C (dimethyl formamide). Reaction conditions: temperature 80 celsius, time 8 hour. The product is ClC1=NC=CC(=C1)C#CC=1N=C(N(C1)C1=NC=CC(=N1)C(F)(F)F)C (2-[4-(2-chloro-pyridin-4- ylethynyl)-2-methyl-imidazol-1-yl]-4-trifluoromethyl-pyrimidine). As a reaction SMILES: [Cl:1][C:2]1[CH:7]=[C:6]([C:8]#[C:9][C:10]2[N:11]=[C:12]([CH3:15])[NH:13][CH:14]=2)[CH:5]=[CH:4][N:3]=1.C(=O)([O-])[O-].[K+].[K+].Cl[C:23]1[N:28]=[C:27]([C:29]([F:32])([F:31])[F:30])[CH:26]=[CH:25][N:24]=1>CN(C)C=O>[Cl:1][C:2]1[CH:7]=[C:6]([C:8]#[C:9][C:10]2[N:11]=[C:12]([CH3:15])[N:13]([C:23]3[N:28]=[C:27]([C:29]([F:32])([F:31])[F:30])[CH:26]=[CH:25][N:24]=3)[CH:14]=2)[CH:5]=[CH:4][N:3]=1 |f:1.2.3|. Procedure: 2-Chloro-4-(2-methyl-1H-imidazol-4-ylethynyl)-pyridine is dissolved in dimethyl formamide. Potassium carbonate and 2-chloro-4-trifluoromethyl-pyrimidine are added and the reaction mixture is stirred at about 80° C. overnight. It is obtained 2-[4-(2-chloro-pyridin-4- ylethynyl)-2-methyl-imidazol-1-yl]-4-trifluoromethyl-pyrimidine. Reactants: CC(C)C[Al+]CC(C)C, CCOC(=O)CCc1c(C)nn(C)c1C, Cc1ccccc1, [H-], C1CCOC1. RXN SMILES: [CH2:17]([Al+:18][CH2:19][CH:20]([CH3:21])[CH3:22])[CH:23]([CH3:24])[CH3:25].[CH2:1]([O:3][C:4](=[O:2])[CH2:5][CH2:6][c:7]1[c:8]([CH3:14])[n:9][n:10]([CH3:13])[c:11]1[CH3:12])[CH3:15].[CH3:31][c:32]1[cH:33][cH:34][cH:35][cH:36][cH:37]1.[H-:16].[O:26]1[CH2:27][CH2:28][CH2:29][CH2:30]1>>[O:3]=[CH:4][CH2:5][CH2:6][c:7]1[c:8]([CH3:14])[n:9][n:10]([CH3:13])[c:11]1[CH3:12]. The product is Cc1nn(C)c(C)c1CCC=O. Starting materials: CC(=O)O, C1CCOC1, CN(CC=O)C(=O)OC(C)(C)C, CO, COC(=O)c1ccc2c(C3CCCCC3)c3n(c2c1)CC(OCC1CCCN1)COc1ccccc1-3. Yields the product COC(=O)c1ccc2c(C3CCCCC3)c3n(c2c1)CC(OCC1CCCN1CCN(C)C(=O)OC(C)(C)C)COc1ccccc1-3. As a reaction SMILES: [C:56]([OH:57])(=[O:58])[CH3:59].[CH2:51]1[O:52][CH2:53][CH2:54][CH2:55]1.[CH3:37][N:38]([C:39]([O:40][C:41]([CH3:42])([CH3:43])[CH3:44])=[O:45])[CH2:46][CH:47]=[O:48].[CH3:49][OH:50].[CH:1]1([c:7]2[c:8]3[cH:9][cH:10][c:11]([C:33](=[O:34])[O:35][CH3:36])[cH:12][c:13]3[n:14]3[c:21]2-[c:20]2[c:19]([cH:25][cH:24][cH:23][cH:22]2)[O:18][CH2:17][CH:16]([O:26][CH2:27][CH:28]2[NH:29][CH2:30][CH2:31][CH2:32]2)[CH2:15]3)[CH2:2][CH2:3][CH2:4][CH2:5][CH2:6]1>>[CH:1]1([c:7]2[c:8]3[cH:9][cH:10][c:11]([C:33](=[O:34])[O:35][CH3:36])[cH:12][c:13]3[n:14]3[c:21]2-[c:20]2[c:19]([cH:25][cH:24][cH:23][cH:22]2)[O:18][CH2:17][CH:16]([O:26][CH2:27][CH:28]2[N:29]([CH2:47][CH2:46][N:38]([CH3:37])[C:39]([O:40][C:41]([CH3:42])([CH3:43])[CH3:44])=[O:45])[CH2:30][CH2:31][CH2:32]2)[CH2:15]3)[CH2:2][CH2:3][CH2:4][CH2:5][CH2:6]1. The solvent is C(C)O (ethanol). Product: C(CCCCCCCCCCCCCCCCC)OC(CCC1C(CCCC1)(C1=CC(=C(C=C1)O)C(C)(C)C)C1=CC(=C(C=C1)O)C(C)(C)C)=O (2,2-Bis-(3'-tert.butyl-4'-hydroxyphenyl)-cyclohexanepropionic acid octadecyl ester). As a reaction SMILES: [C:1]([C:5]1[CH:6]=[C:7]([C:12]2([C:23]3[CH:28]=[CH:27][C:26]([OH:29])=[C:25]([C:30]([CH3:33])([CH3:32])[CH3:31])[CH:24]=3)[CH2:17][CH2:16][CH2:15][CH2:14][CH:13]2[CH2:18][CH2:19][C:20]([OH:22])=[O:21])[CH:8]=[CH:9][C:10]=1[OH:11])([CH3:4])([CH3:3])[CH3:2].[OH-].[K+].[CH2:36](Br)[CH2:37][CH2:38][CH2:39][CH2:40][CH2:41][CH2:42][CH2:43][CH2:44][CH2:45][CH2:46][CH2:47][CH2:48][CH2:49][CH2:50][CH2:51][CH2:52][CH3:53]>C(O)C>[CH2:53]([O:21][C:20](=[O:22])[CH2:19][CH2:18][CH:13]1[CH2:14][CH2:15][CH2:16][CH2:17][C:12]1([C:7]1[CH:8]=[CH:9][C:10]([OH:11])=[C:5]([C:1]([CH3:4])([CH3:3])[CH3:2])[CH:6]=1)[C:23]1[CH:28]=[CH:27][C:26]([OH:29])=[C:25]([C:30]([CH3:33])([CH3:32])[CH3:31])[CH:24]=1)[CH2:52][CH2:51][CH2:50][CH2:49][CH2:48][CH2:47][CH2:46][CH2:45][CH2:44][CH2:43][CH2:42][CH2:41][CH2:40][CH2:39][CH2:38][CH2:37][CH3:36] |f:1.2|. Procedure details: 45.2 g (0.1 mol) of 2,2-bis-(3'-tert.butyl-4'-hydroxyphenyl)-cyclohexanepropionic acid are dissolved in ethanol and neutralizaed with an ethanolic solution of 5.7 g (0.1 mol) of potassium hydroxide. The solution is concentrated nearly to dryness, taken up in 250 ml of toluene and mixed with 33.3 g (0.1 mol) of octadecyl bromide. The batch is refluxed for 3 hours, filtered off from the precipitated KBr and concentrated to about 100 ml. The product precipitated after some time is recrystallized fr... The reactants are C(C)(C)(C)C=1C=C(C=CC1O)C1(C(CCCC1)CCC(=O)O)C1=CC(=C(C=C1)O)C(C)(C)C (2,2-bis-(3'-tert.butyl-4'-hydroxyphenyl)-cyclohexanepropionic acid), [OH-].[K+] (potassium hydroxide), C(CCCCCCCCCCCCCCCCC)Br (octadecyl bromide). The reactants are COc1cc2cc3[nH]cc(C#N)c(=O)c3cc2cc1OC, CN(C)C=O, O=P(Cl)(Cl)Cl. Yields the product COc1cc2cc3ncc(C#N)c(Cl)c3cc2cc1OC. RXN SMILES: [CH3:1][O:2][c:3]1[c:4]([O:20][CH3:21])[cH:5][c:6]2[c:7]([cH:8][c:9]3[c:10](=[O:18])[c:11]([C:16]#[N:17])[cH:12][nH:13][c:14]3[cH:15]2)[cH:19]1.[O:27]=[CH:28][N:29]([CH3:30])[CH3:31].[P:22]([Cl:23])([Cl:24])([Cl:25])=[O:26]>>[CH3:1][O:2][c:3]1[c:4]([O:20][CH3:21])[cH:5][c:6]2[c:7]([cH:8][c:9]3[c:10]([Cl:24])[c:11]([C:16]#[N:17])[cH:12][n:13][c:14]3[cH:15]2)[cH:19]1. Isolated yield 16.3%. As a reaction SMILES: [CH:1]1([N:4]2[C:13]3[C:8](=[CH:9][C:10]([F:17])=[C:11](F)[C:12]=3[O:14][CH3:15])[C:7](=[O:18])[C:6]([C:19]([OH:21])=[O:20])=[CH:5]2)[CH2:3][CH2:2]1.[NH:22]1[CH2:27][CH2:26][NH:25][CH2:24][CH2:23]1>CS(C)=O>[CH:1]1([N:4]2[C:13]3[C:8](=[CH:9][C:10]([F:17])=[C:11]([N:22]4[CH2:27][CH2:26][NH:25][CH2:24][CH2:23]4)[C:12]=3[O:14][CH3:15])[C:7](=[O:18])[C:6]([C:19]([OH:21])=[O:20])=[CH:5]2)[CH2:3][CH2:2]1. Reactants: C1(CC1)N1C=C(C(C2=CC(=C(C(=C12)OC)F)F)=O)C(=O)O (1-cyclopropyl-6,7-difluoro-1,4-dihydro-8-methoxy-4-oxo-3-quinolinecarboxylic acid), N1CCNCC1 (piperazine). The solvent is CS(=O)C (dimethyl sulfoxide). Run at time 2.5 hour. Reported procedure: A mixture of 1-cyclopropyl-6,7-difluoro-1,4-dihydro-8-methoxy-4-oxo-3-quinolinecarboxylic acid (200 mg), anhydrous piperazine (180 mg) and anhydrous dimethyl sulfoxide (DMSO; 3 ml) was stirred for 2.5 hours at 70° to 80° C. on an oil bath. The reacting mixture was concentrated under reduced pressure and cold water was added to the residue. The precipitate was collected by filtration and recrystallized from a mixed solution of dichloromethane-methanol (1:1) to give the title compound (40 mg) as p... The product is C1(CC1)N1C=C(C(C2=CC(=C(C(=C12)OC)N1CCNCC1)F)=O)C(=O)O (1-cyclopropyl-6-fluoro-1,4-dihydro-8-methoxy-4-oxo-7-(1-piperazinyl)-3-quinolinecarboxylic acid). Reactants: C(C)(C)(C)C1=C(C(=CC(=C1)S(=O)C=1SC=CN1)C(C)(C)C)O (2,6-di-tert-butyl-4-(2-thiazolylsulfinyl)phenol), ClC1=CC(=CC=C1)C(=O)OO (m-chloroperbenzoic acid). The solvent is ClCCl (dichloromethane). Reaction conditions: time 30 minute. Product: C(C)(C)(C)C1=C(C(=CC(=C1)S(=O)(=O)C=1SC=CN1)C(C)(C)C)O (2,6-di-tert-butyl-4-(2-thiazolylsulfonyl)phenol). Isolated yield 54.9%. Reaction SMILES: [C:1]([C:5]1[CH:10]=[C:9]([S:11]([C:13]2[S:14][CH:15]=[CH:16][N:17]=2)=[O:12])[CH:8]=[C:7]([C:18]([CH3:21])([CH3:20])[CH3:19])[C:6]=1[OH:22])([CH3:4])([CH3:3])[CH3:2].ClC1C=CC=C(C(OO)=[O:31])C=1>ClCCl>[C:1]([C:5]1[CH:10]=[C:9]([S:11]([C:13]2[S:14][CH:15]=[CH:16][N:17]=2)(=[O:31])=[O:12])[CH:8]=[C:7]([C:18]([CH3:21])([CH3:20])[CH3:19])[C:6]=1[OH:22])([CH3:4])([CH3:3])[CH3:2]. Reported procedure: 2,6-Di-tert-butyl-4-(2-thiazolylsulfinyl)phenol (produced in Example 57) (0.87 g) was dissolved in 50 ml of dichloromethane and, with ice cooling and stirring, 1.89 g of 70% m-chloroperbenzoic acid was added, and stirring was further continued at room temperature for 30 minutes. The reaction mixture was washed with saturated aqueous sodium bicarbonate solution and then with saturated aqueous sodium chloride solution, dried over magnesium sulfate and concentrated. Purification of the crude produc...